Dataset: the Open Reaction Database (ORD), a public repository of structured organic reaction records. Task: describe an organic reaction: reactants, conditions, products, and yield Starting materials: FC1=CC=C(C=C1)S(=O)(=O)NCC(=O)O ((4-fluoro-benzenesulfonylamino)-acetic acid), C1(=CC=CC=C1)N1CCNCC1 (4-phenyl-piperazine). Yields the product C1(=CC=CC=C1)N1CCN(CC1)C1=CC=C(C=C1)S(=O)(=O)NCC(=O)O ([4-(4-Phenyl-piperazin-1-yl)-benzenesulfonylamino]-acetic acid). As a reaction SMILES: F[C:2]1[CH:7]=[CH:6][C:5]([S:8]([NH:11][CH2:12][C:13]([OH:15])=[O:14])(=[O:10])=[O:9])=[CH:4][CH:3]=1.[C:16]1([N:22]2[CH2:27][CH2:26][NH:25][CH2:24][CH2:23]2)[CH:21]=[CH:20][CH:19]=[CH:18][CH:17]=1>>[C:16]1([N:22]2[CH2:27][CH2:26][N:25]([C:2]3[CH:7]=[CH:6][C:5]([S:8]([NH:11][CH2:12][C:13]([OH:15])=[O:14])(=[O:10])=[O:9])=[CH:4][CH:3]=3)[CH2:24][CH2:23]2)[CH:21]=[CH:20][CH:19]=[CH:18][CH:17]=1. Procedure: In a manner similar to Example 3(b), (4-fluoro-benzenesulfonylamino)-acetic acid was condensed with 4-phenyl-piperazine to give the title compound, mp=120-124° C. Reactants: C(C)(=O)NNC(=O)C1=C(C(=NC2=CC=C(C=C12)F)C(C)NC(OC(C)(C)C)=O)C1=NC=CC=C1 (tert-butyl 1-(4-(2-acetylhydrazinecarbonyl)-6-fluoro-3-(pyridin-2-yl)quinolin-2-yl)ethylcarbamate), CC[N+](CC)(CC)S(=O)(=O)N=C([O-])OC (Burgess reagent). Solvent: ClC(C)Cl (dichloroethane), O (water). The product is FC=1C=C2C(=C(C(=NC2=CC1)C(C)NC(OC(C)(C)C)=O)C1=NC=CC=C1)C=1OC(=NN1)C (tert-butyl 1-(6-fluoro-4-(5-methyl-1,3,4-oxadiazol-2-yl)-3-(pyridin-2-yl)quinolin-2-yl)ethylcarbamate). As a reaction SMILES: [C:1]([NH:4][NH:5][C:6]([C:8]1[C:17]2[C:12](=[CH:13][CH:14]=[C:15]([F:18])[CH:16]=2)[N:11]=[C:10]([CH:19]([NH:21][C:22](=[O:28])[O:23][C:24]([CH3:27])([CH3:26])[CH3:25])[CH3:20])[C:9]=1[C:29]1[CH:34]=[CH:33][CH:32]=[CH:31][N:30]=1)=O)(=[O:3])[CH3:2].CC[N+](S(N=C(OC)[O-])(=O)=O)(CC)CC>ClC(Cl)C.O>[F:18][C:15]1[CH:16]=[C:17]2[C:12](=[CH:13][CH:14]=1)[N:11]=[C:10]([CH:19]([NH:21][C:22](=[O:28])[O:23][C:24]([CH3:25])([CH3:27])[CH3:26])[CH3:20])[C:9]([C:29]1[CH:34]=[CH:33][CH:32]=[CH:31][N:30]=1)=[C:8]2[C:6]1[O:3][C:1]([CH3:2])=[N:4][N:5]=1. Procedure details: A solution of tert-butyl 1-(4-(2-acetylhydrazinecarbonyl)-6-fluoro-3-(pyridin-2-yl)quinolin-2-yl)ethylcarbamate (0.553 g, 1.183 mmol) and Burgess reagent (1.128 g, 4.73 mmol) in dichloroethane (11.83 mL) was heated in the microwave at 120° C. for 1 h. The reaction mixture was diluted with water (50 mL) and extracted with DCM (2×50 mL). The organic extracts were washed with brine (1×50 mL), dried over Na2SO4, filtered, and concentrated in vacuo to give the crude product. The crude material was pu... Starting materials: [N+](=O)([O-])C1=CC=C2C(=C(C(N(C2=C1)C)=O)OCCCCCC)O (7-nitro-3-hexyloxy-4-hydroxy-1-methyl-2(1H)-quinolinone), C(CCCCC)I (hexyl iodide). Product: [N+](=O)([O-])C1=CC=C2C(=C(C(N(C2=C1)C)=O)OCCCCCC)OCCCC (7-nitro-4-butoxy-3-hexyloxy-1-methyl-2(1H)-quinolinone). RXN SMILES: [N+:1]([C:4]1[CH:13]=[C:12]2[C:7]([C:8]([OH:23])=[C:9]([O:16][CH2:17][CH2:18][CH2:19][CH2:20][CH2:21][CH3:22])[C:10](=[O:15])[N:11]2[CH3:14])=[CH:6][CH:5]=1)([O-:3])=[O:2].[CH2:24](I)[CH2:25][CH2:26][CH2:27]CC>>[N+:1]([C:4]1[CH:13]=[C:12]2[C:7]([C:8]([O:23][CH2:24][CH2:25][CH2:26][CH3:27])=[C:9]([O:16][CH2:17][CH2:18][CH2:19][CH2:20][CH2:21][CH3:22])[C:10](=[O:15])[N:11]2[CH3:14])=[CH:6][CH:5]=1)([O-:3])=[O:2]. Procedure: In accordance with EXAMPLE 2, using 7-nitro-3-hexyloxy-4-hydroxy-1-methyl-2(1H)-quinolinone, hexyl iodide was used instead of methyl iodide, 7-nitro-4-butoxy-3-hexyloxy-1-methyl-2(1H)-quinolinone was provided. Then in accordance with EXAMPLE 3, the title compound (5 1) was obtained by reduction reaction of nitro group. (yield=57%) Procedure: A mixture of 1-(2-piperidinophenyl)thiourea (10.1 g), methyl iodide (5.35 g) and methanol (50 ml) was heated at 50°-55° C. for 2 hours. The solvent was removed by evaporation and the residue dried under vacuum (5 mm/Hg) to give 2-methyl-1-(2-piperidinophenyl)-2-thiopseudourea hydroiodide (m.p. 160°-162° C.). Solvent: CO (methanol). Starting materials: N1(CCCCC1)C1=C(C=CC=C1)NC(=S)N (1-(2-piperidinophenyl)thiourea), CI (methyl iodide). Reaction SMILES: [N:1]1([C:7]2[CH:12]=[CH:11][CH:10]=[CH:9][C:8]=2[NH:13][C:14]([NH2:16])=[S:15])[CH2:6][CH2:5][CH2:4][CH2:3][CH2:2]1.[CH3:17][I:18]>CO>[IH:18].[CH3:17][S:15][C:14](=[NH:16])[NH:13][C:8]1[CH:9]=[CH:10][CH:11]=[CH:12][C:7]=1[N:1]1[CH2:2][CH2:3][CH2:4][CH2:5][CH2:6]1 |f:3.4|. Yields the product I.CSC(NC1=C(C=CC=C1)N1CCCCC1)=N (2-methyl-1-(2-piperidinophenyl)-2-thiopseudourea hydroiodide). The reactants are CCO, CC[O-], C[N+](=O)[O-], [Na+], O=C1CCCC1, O. Yields the product O=[N+]([O-])CC1(O)CCCC1. Reaction SMILES: [CH3:16][CH2:17][OH:18].[CH3:8][CH2:9][O-:10].[N+:12](=[O:13])([O-:14])[CH3:15].[Na+:7].[O:1]=[C:2]1[CH2:3][CH2:4][CH2:5][CH2:6]1.[OH2:11]>>[OH:1][C:2]1([CH2:15][N+:12](=[O:13])[O-:14])[CH2:3][CH2:4][CH2:5][CH2:6]1.